This data is from the Open Reaction Database (ORD), a public repository of structured organic reaction records. The task is: describe an organic reaction: reactants, conditions, products, and yield Starting materials: NC=1C=C(C=CC1N)N1C[C@H](OC[C@@H]1C)CN(CC)CC ({[(2R,5S)-4-(3,4-diaminophenyl)-5-methylmorpholin-2-yl]methyl}diethylamine), FC1=CC=C2C(=NNC2=C1)C=O (6-fluoro-1H-indazole-3-carbaldehyde). Product: FC1=CC=C2C(=NNC2=C1)C=1NC2=C(N1)C=C(C=C2)N2C[C@H](OC[C@@H]2C)CN(CC)CC (({(2R,5S)-4-[2-(6-Fluoro(1H-indazol-3-yl))benzimidazol-6-yl]-5-methylmorpholin-2-yl}methyl)diethylamine). As a reaction SMILES: [NH2:1][C:2]1[CH:3]=[C:4]([N:9]2[C@@H:14]([CH3:15])[CH2:13][O:12][C@H:11]([CH2:16][N:17]([CH2:20][CH3:21])[CH2:18][CH3:19])[CH2:10]2)[CH:5]=[CH:6][C:7]=1[NH2:8].[F:22][C:23]1[CH:31]=[C:30]2[C:26]([C:27]([CH:32]=O)=[N:28][NH:29]2)=[CH:25][CH:24]=1>>[F:22][C:23]1[CH:31]=[C:30]2[C:26]([C:27]([C:32]3[NH:8][C:7]4[CH:6]=[CH:5][C:4]([N:9]5[C@@H:14]([CH3:15])[CH2:13][O:12][C@H:11]([CH2:16][N:17]([CH2:18][CH3:19])[CH2:20][CH3:21])[CH2:10]5)=[CH:3][C:2]=4[N:1]=3)=[N:28][NH:29]2)=[CH:25][CH:24]=1. Reported procedure: The title compund is synthesized according to the general procedure described in Example 4 with {[(2R,5S)-4-(3,4-diaminophenyl)-5-methylmorpholin-2-yl]methyl}diethylamine and 6-fluoro-1H-indazole-3-carbaldehyde.